This data is from the Open Reaction Database (ORD), a public repository of structured organic reaction records. The task is: describe an organic reaction: reactants, conditions, products, and yield Starting materials: CCN=C=NCCCN(C)C.Cl (EDCI hydrochloride), FC(OC=1C(=C(C=CC1)/C=C/C=1N=C2SC=CN2C1C(=O)O)OCC(C)(C)C)F (6-{(E)-2-[3-(Difluoromethoxy)-2-(2,2-dimethylpropoxy)phenyl]vinyl}imidazo[2,1-b][1,3]thiazole-5-carboxylic acid), Cl.FC(CN)(F)F (2,2,2-trifluoroethanamine hydrochloride). The reagents and catalysts are CN(C)C=1C=CN=CC1 (DMAP). Run in C1CCOC1 (THF), CN(C)C=O (DMF). Yields the product FC(OC=1C(=C(C=CC1)/C=C/C=1N=C2SC=CN2C1C(=O)NCC(F)(F)F)OCC(C)(C)C)F (6-{(E)-2-[3-(Difluoromethoxy)-2-(2,2-dimethylpropoxy)phenyl]vinyl}-N-(2,2,2-trifluoroethyl)imidazo[2,1-b][1,3]thiazole-5-carboxamide), product. RXN SMILES: [F:1][CH:2]([F:29])[O:3][C:4]1[C:5]([O:23][CH2:24][C:25]([CH3:28])([CH3:27])[CH3:26])=[C:6](/[CH:10]=[CH:11]/[C:12]2[N:13]=[C:14]3[N:18]([C:19]=2[C:20](O)=[O:21])[CH:17]=[CH:16][S:15]3)[CH:7]=[CH:8][CH:9]=1.Cl.[F:31][C:32]([F:36])([F:35])[CH2:33][NH2:34].CCN=C=NCCCN(C)C.Cl>CN(C1C=CN=CC=1)C.C1COCC1.CN(C=O)C>[F:1][CH:2]([F:29])[O:3][C:4]1[C:5]([O:23][CH2:24][C:25]([CH3:27])([CH3:26])[CH3:28])=[C:6](/[CH:10]=[CH:11]/[C:12]2[N:13]=[C:14]3[N:18]([C:19]=2[C:20]([NH:34][CH2:33][C:32]([F:36])([F:35])[F:31])=[O:21])[CH:17]=[CH:16][S:15]3)[CH:7]=[CH:8][CH:9]=1 |f:1.2,3.4|. Reported procedure: The title compound was prepared according to the general procedure (Method B) by coupling Intermediate 7A (80 mg, 0.189 mmol) with 2,2,2-trifluoroethanamine hydrochloride (28 mg, 0.208 mmol) in the presence of EDCI hydrochloride (72 mg, 0.378 mmol), DMAP (43 mg, 0.378 mmol) in a mixture of THF and DMF (1:1, 4 mL) to give 60 mg of the product as an off-white solid; 1H NMR (300 MHz, DMSO-d6) δ 1.07 (s, 9H), 3.57 (s, 2H), 4.10-4.18 (m, 2H), 7.17 (t, J=74.7 Hz, 1H), 7.20 (d, J=7.5 Hz, 2H), 7.39-7.48... Starting materials: ClC1=NC=CC(=N1)CC(=O)C=1C=C(C(=O)NC2=C(C=CC=C2F)F)C=CC1 (3-[(2-chloro-4-pyrimidinyl)acetyl]-N-(2,6-difluorophenyl)-benzamide), C1CC(=O)N(C1=O)Br (NBS), CCCCCC (hexane), FC(C1=CC(=NC=C1)N)(F)F (4-(trifluoromethyl)-2-pyridinamine). Run in C(Cl)Cl (DCM), C(Cl)Cl (DCM), CCOC(=O)C (EtOAc), C(=O)(O)[O-].[Na+] (NaHCO3). Conditions: temperature 80 celsius, time 30 minute. Yields the product ClC1=NC=CC(=N1)C1=C(N=C2N1C=CC(=C2)C(F)(F)F)C=2C=C(C(=O)NC1=C(C=CC=C1F)F)C=CC2 (3-[3-(2-chloro-4-pyrimidinyl)-7-(trifluoromethyl)imidazo[1,2-a]pyridin-2-yl]-N-(2,6-difluorophenyl)benzamide). Isolated yield 45.6%. RXN SMILES: [Cl:1][C:2]1[N:7]=[C:6]([CH2:8][C:9]([C:11]2[CH:12]=[C:13]([CH:25]=[CH:26][CH:27]=2)[C:14]([NH:16][C:17]2[C:22]([F:23])=[CH:21][CH:20]=[CH:19][C:18]=2[F:24])=[O:15])=O)[CH:5]=[CH:4][N:3]=1.C1C(=O)N(Br)C(=O)C1.[F:36][C:37]([F:46])([F:45])[C:38]1[CH:43]=[CH:42][N:41]=[C:40]([NH2:44])[CH:39]=1.CCCCCC>C(Cl)Cl.CCOC(C)=O.C([O-])(O)=O.[Na+]>[Cl:1][C:2]1[N:7]=[C:6]([C:8]2[N:41]3[CH:42]=[CH:43][C:38]([C:37]([F:45])([F:36])[F:46])=[CH:39][C:40]3=[N:44][C:9]=2[C:11]2[CH:12]=[C:13]([CH:25]=[CH:26][CH:27]=2)[C:14]([NH:16][C:17]2[C:22]([F:23])=[CH:21][CH:20]=[CH:19][C:18]=2[F:24])=[O:15])[CH:5]=[CH:4][N:3]=1 |f:6.7|. Procedure details: To a stirred solution of 3-[(2-chloro-4-pyrimidinyl)acetyl]-N-(2,6-difluorophenyl)-benzamide (Intermediate Example 1, step B) (0.4 g, 1.03 mmol) in DCM (10 mL) at rt under N2 was added NBS (0.193 g, 1.09 mmol). The reaction was stirred approximately 30 min, then concentrated under vacuum to a foam like solid. The solid was dissolved in dioxane (10 mL) and 4-(trifluoromethyl)-2-pyridinamine (0.5 g, 3.10 mmol) was added. The reaction was stirred under nitrogen, heated to 80° C., and stirred for ap... The reactants are CNC(C(CC1=CC=CC=C1)N1CC2=C(CC(C1=O)NC(C(CCCCN1C(C=3C(C1=O)=CC=CC3)=O)Br)=O)C=CC=C2)=O (2-(4-(2-bromo-6-phthalimidohexanoyl-amino)-3-oxo-1,3,4,5-tetrahydro-benzo[c]azepin-2-yl)-3-phenyl-propionic acid, N-methyl amide), COC1=CC=C(CS)C=C1 (p-methoxybenzylmercaptan). Yields the product CNC(C(CC1=CC=CC=C1)N1CC2=C(CC(C1=O)NC(C(CCCCN1C(C=3C(C1=O)=CC=CC3)=O)SCC3=CC=C(C=C3)OC)=O)C=CC=C2)=O (2-(4-(2-(p-methoxybenzylthio)-6-phthalimidohexanoyl-amino)-3-oxo-1,3,4,5-tetrahydro-benzo[c]azepin-2-yl)-3-phenyl-propionic acid, N-methyl amide). Reaction SMILES: [CH3:1][NH:2][C:3](=[O:44])[CH:4]([N:12]1[C:18](=[O:19])[CH:17]([NH:20][C:21](=[O:39])[CH:22](Br)[CH2:23][CH2:24][CH2:25][CH2:26][N:27]2[C:31](=[O:32])[C:30]3=[CH:33][CH:34]=[CH:35][CH:36]=[C:29]3[C:28]2=[O:37])[CH2:16][C:15]2[CH:40]=[CH:41][CH:42]=[CH:43][C:14]=2[CH2:13]1)[CH2:5][C:6]1[CH:11]=[CH:10][CH:9]=[CH:8][CH:7]=1.[CH3:45][O:46][C:47]1[CH:54]=[CH:53][C:50]([CH2:51][SH:52])=[CH:49][CH:48]=1>>[CH3:1][NH:2][C:3](=[O:44])[CH:4]([N:12]1[C:18](=[O:19])[CH:17]([NH:20][C:21](=[O:39])[CH:22]([S:52][CH2:51][C:50]2[CH:53]=[CH:54][C:47]([O:46][CH3:45])=[CH:48][CH:49]=2)[CH2:23][CH2:24][CH2:25][CH2:26][N:27]2[C:31](=[O:32])[C:30]3=[CH:33][CH:34]=[CH:35][CH:36]=[C:29]3[C:28]2=[O:37])[CH2:16][C:15]2[CH:40]=[CH:41][CH:42]=[CH:43][C:14]=2[CH2:13]1)[CH2:5][C:6]1[CH:11]=[CH:10][CH:9]=[CH:8][CH:7]=1. Procedure details: Prepare by the method of Example 3.2 using 2-(4-(2-bromo-6-phthalimidohexanoyl-amino)-3-oxo-1,3,4,5-tetrahydro-benzo[c]azepin-2-yl)-3-phenyl-propionic acid, N-methyl amide and p-methoxybenzylmercaptan to give the title compound. Starting materials: C[C@@H]1CCC=2N=CN=C(C21)N2CC1(CCN(CC1)C(=O)OC(C)(C)C)C1=C(C=CC=C21)CNC2=NC=CC=N2 ((R)-tert-butyl 1-(5-methyl-6,7-dihydro-5H-cyclopenta[d]pyrimidin-4-yl)-4-((pyrimidin-2-ylamino)methyl)spiro[indoline-3,4′-piperidine]-1′-carboxylate), Cl (HCl). Product: Cl.Cl.C[C@@H]1CCC=2N=CN=C(C21)N2CC1(CCNCC1)C1=C(C=CC=C21)CNC2=NC=CC=N2 ((R)—N-((1-(5-methyl-6,7-dihydro-5H-cyclopenta[d]pyrimidin-4-yl)spiro[indoline-3,4′-piperidine]-4-yl)methyl)pyrimidin-2-amine bishydrochloride). The yield is 99.0%. As a reaction SMILES: [CH3:1][C@H:2]1[C:10]2[C:9]([N:11]3[C:31]4[C:26](=[C:27]([CH2:32][NH:33][C:34]5[N:39]=[CH:38][CH:37]=[CH:36][N:35]=5)[CH:28]=[CH:29][CH:30]=4)[C:13]4([CH2:18][CH2:17][N:16](C(OC(C)(C)C)=O)[CH2:15][CH2:14]4)[CH2:12]3)=[N:8][CH:7]=[N:6][C:5]=2[CH2:4][CH2:3]1.[ClH:40]>>[ClH:40].[ClH:40].[CH3:1][C@H:2]1[C:10]2[C:9]([N:11]3[C:31]4[C:26](=[C:27]([CH2:32][NH:33][C:34]5[N:35]=[CH:36][CH:37]=[CH:38][N:39]=5)[CH:28]=[CH:29][CH:30]=4)[C:13]4([CH2:18][CH2:17][NH:16][CH2:15][CH2:14]4)[CH2:12]3)=[N:8][CH:7]=[N:6][C:5]=2[CH2:4][CH2:3]1 |f:2.3.4|. Reported procedure: A solution of (R)-tert-butyl 1-(5-methyl-6,7-dihydro-5H-cyclopenta[d]pyrimidin-4-yl)-4-((pyrimidin-2-ylamino)methyl)spiro[indoline-3,4′-piperidine]-1′-carboxylate (4 mg, 7.58 μmol) and HCl (50.0 μL; 4N in dioxane) was stirred at ambient temperature overnight. The solvent was removed to yield (R)—N-((1-(5-methyl-6,7-dihydro-5H-cyclopenta[d]pyrimidin-4-yl)spiro[indoline-3,4′-piperidine]-4-yl)methyl)pyrimidin-2-amine bishydrochloride as a solid (4.0 mg, 7.6 mmol, >99%). 1H NMR (400 MHz, CD3OD) δ 8.... Reactants: CC(C)=CCn1c(Br)nc2c1c(=O)[nH]c(=O)n2C, O=C([O-])[O-], Cl, [Cs+], [Cs+], CC(C)(S)CN, CN(C)C=O. The product is CC(C)=CCn1c(SC(C)(C)CN)nc2c1c(=O)[nH]c(=O)n2C. As a reaction SMILES: [Br:1][c:2]1[n:3][c:4]2[n:5]([CH3:18])[c:6](=[O:17])[nH:7][c:8](=[O:16])[c:9]2[n:10]1[CH2:11][CH:12]=[C:13]([CH3:14])[CH3:15].[C:26](=[O:27])([O-:28])[O-:29].[ClH:19].[Cs+:30].[Cs+:31].[NH2:20][CH2:21][C:22]([CH3:23])([SH:24])[CH3:25].[O:32]=[CH:33][N:34]([CH3:35])[CH3:36]>>[c:2]1([S:24][C:22]([CH2:21][NH2:20])([CH3:23])[CH3:25])[n:3][c:4]2[n:5]([CH3:18])[c:6](=[O:17])[nH:7][c:8](=[O:16])[c:9]2[n:10]1[CH2:11][CH:12]=[C:13]([CH3:14])[CH3:15]. Starting materials: CC(=O)O, CC(C)O, N#CC1=Cc2ccccc2C(N2CCN(N)CC2)c2ccccc21, O=Cc1ccccn1. Product: N#CC1=Cc2ccccc2C(N2CCN(N=Cc3ccccn3)CC2)c2ccccc21. RXN SMILES: [CH3:33][C:34](=[O:35])[OH:36].[CH3:37][CH:38]([OH:39])[CH3:40].[NH2:1][N:2]1[CH2:3][CH2:4][N:5]([CH:8]2[c:9]3[c:10]([cH:21][cH:22][cH:23][cH:24]3)[C:11]([C:19]#[N:20])=[CH:12][c:13]3[c:14]2[cH:15][cH:16][cH:17][cH:18]3)[CH2:6][CH2:7]1.[n:25]1[c:26]([CH:31]=[O:32])[cH:27][cH:28][cH:29][cH:30]1>>[N:1]([N:2]1[CH2:3][CH2:4][N:5]([CH:8]2[c:9]3[c:10]([cH:21][cH:22][cH:23][cH:24]3)[C:11]([C:19]#[N:20])=[CH:12][c:13]3[c:14]2[cH:15][cH:16][cH:17][cH:18]3)[CH2:6][CH2:7]1)=[CH:31][c:26]1[n:25][cH:30][cH:29][cH:28][cH:27]1. The product is CN(C(C1=CC(=CC=C1)CN1C(=CC2=CC(=CC=C12)C(C(F)(F)F)(C(F)(F)F)O)C)=O)C (N,N-dimethyl-3-[2-methyl-5-(2,2,2-trifluoro-1-hydroxy-1-trifluoromethyl-ethyl)-indol-1-ylmethyl]-benzamide). Reaction SMILES: [CH3:1][C:2]1[N:3]([CH2:21][C:22]2[CH:23]=[C:24]([CH:28]=[CH:29][CH:30]=2)[C:25](O)=[O:26])[C:4]2[C:9]([CH:10]=1)=[CH:8][C:7]([C:11]([OH:20])([C:16]([F:19])([F:18])[F:17])[C:12]([F:15])([F:14])[F:13])=[CH:6][CH:5]=2.Cl.[CH3:32][NH:33][CH3:34].CN1CCOCC1.C1C=CC2N(O)N=NC=2C=1.CCN=C=NCCCN(C)C.Cl>C1COCC1>[CH3:32][N:33]([CH3:34])[C:25](=[O:26])[C:24]1[CH:28]=[CH:29][CH:30]=[C:22]([CH2:21][N:3]2[C:4]3[C:9](=[CH:8][C:7]([C:11]([OH:20])([C:16]([F:19])([F:18])[F:17])[C:12]([F:13])([F:14])[F:15])=[CH:6][CH:5]=3)[CH:10]=[C:2]2[CH3:1])[CH:23]=1 |f:1.2,5.6|. Procedure: A solution of 60 mg (0.139 mmol) of 3-[2-methyl-5-(2,2,2-trifluoro-1-hydroxy-1-trifluoromethyl-ethyl)-indol-1-ylmethyl]-benzoic acid (example 31) in 1 mL of THF was treated with 31 mg (0.417 mmol) of dimethylamine hydrochloride, 0.09 mL (0.834 mmol) of N-methylmorpholine, 3.7 mg (0.028 mmol) of HOBT, and 37 mg (0.195 mmol) of EDCl. The mixture was stirred for 10 hrs at RT and the solvent evaporated. Column chromatography on silica gel with n-heptane/EtOAc 4:1 to 1:1 yielded 39 mg (60%) of N,N-di... Yield: 61.2%. Solvent: C1CCOC1 (THF). Conditions: time 10 hour. The reactants are CC=1N(C2=CC=C(C=C2C1)C(C(F)(F)F)(C(F)(F)F)O)CC=1C=C(C(=O)O)C=CC1 (3-[2-methyl-5-(2,2,2-trifluoro-1-hydroxy-1-trifluoromethyl-ethyl)-indol-1-ylmethyl]-benzoic acid), Cl.CNC (dimethylamine hydrochloride), CN1CCOCC1 (N-methylmorpholine), C=1C=CC2=C(C1)N=NN2O (HOBT), CCN=C=NCCCN(C)C.Cl (EDCl).